The task is: describe an organic reaction: reactants, conditions, products, and yield. This data is from the Open Reaction Database (ORD), a public repository of structured organic reaction records. Starting materials: ClC1=C(C=CC(=C1)OC)CC(=O)C1=CC(=C(C#N)C(=C1)C)C (4-[2-(2-chloro-4-methoxy-phenyl)-acetyl]-2,6-dimethyl-benzonitrile), [H-].[Na+] (sodium hydride), CI (methyl iodide). Yields the product ClC1=C(C=CC(=C1)OC)C(C(=O)C1=CC(=C(C#N)C(=C1)C)C)C (4-[2-(2-Chloro-4-methoxy-phenyl)-propionyl]-2,6-dimethyl-benzonitrile). As a reaction SMILES: [Cl:1][C:2]1[CH:7]=[C:6]([O:8][CH3:9])[CH:5]=[CH:4][C:3]=1[CH2:10][C:11]([C:13]1[CH:20]=[C:19]([CH3:21])[C:16]([C:17]#[N:18])=[C:15]([CH3:22])[CH:14]=1)=[O:12].[H-].[Na+].[CH3:25]I>>[Cl:1][C:2]1[CH:7]=[C:6]([O:8][CH3:9])[CH:5]=[CH:4][C:3]=1[CH:10]([CH3:25])[C:11]([C:13]1[CH:14]=[C:15]([CH3:22])[C:16]([C:17]#[N:18])=[C:19]([CH3:21])[CH:20]=1)=[O:12] |f:1.2|. Procedure: In analogy to Example 1, step 2, 4-[2-(2-chloro-4-methoxy-phenyl)-acetyl]-2,6-dimethyl-benzonitrile was reacted with sodium hydride and methyl iodide to give the title compound as an orange oil. MS (m/e)=328.3 [M+H+]. The reactants are C(C)OC(CCCSC=1N(C(=C(N1)C1=CC=CC=C1)C1=CC=CC=C1)C1=CC=CC=C1)=O (4-(1.4.5-triphenylimidazol-2-yl mercapto)-butyric acid ethyl ester), [OH-].[Na+] (sodium hydroxide). The solvent is C(C)O (ethanol), C(C)O (ethanol). Run at temperature 80 celsius, time 3 hour. Yields the product C1(=CC=CC=C1)N1C(=NC(=C1C1=CC=CC=C1)C1=CC=CC=C1)SCCCC(=O)O (4-(1.4.5-Triphenylimidazol-2-yl mercapto)-butyric acid). As a reaction SMILES: C([O:3][C:4](=[O:32])[CH2:5][CH2:6][CH2:7][S:8][C:9]1[N:10]([C:26]2[CH:31]=[CH:30][CH:29]=[CH:28][CH:27]=2)[C:11]([C:20]2[CH:25]=[CH:24][CH:23]=[CH:22][CH:21]=2)=[C:12]([C:14]2[CH:19]=[CH:18][CH:17]=[CH:16][CH:15]=2)[N:13]=1)C.[OH-].[Na+]>C(O)C>[C:26]1([N:10]2[C:11]([C:20]3[CH:25]=[CH:24][CH:23]=[CH:22][CH:21]=3)=[C:12]([C:14]3[CH:15]=[CH:16][CH:17]=[CH:18][CH:19]=3)[N:13]=[C:9]2[S:8][CH2:7][CH2:6][CH2:5][C:4]([OH:32])=[O:3])[CH:27]=[CH:28][CH:29]=[CH:30][CH:31]=1 |f:1.2|. Procedure details: 80 g of 4-(1.4.5-triphenylimidazol-2-yl mercapto)-butyric acid ethyl ester are dissolved in 700 cc. of ethanol at 80° C. 22 g of sodium hydroxide dissolved in 200 cc. of ethanol are added thereto and the mixture is stirred for 3 hours at 80° C. The solvent is distilled off, the residue is washed with ether and acidified with dilute hydrochloric acid. The resulting acid is triturated in chloroform, the chloroform solution is washed with water, dried over sodium sulfate and the solvent is distille... The reactants are dimethyl acetal, C(C)N(C(=O)NC=1SC(=NN1)OC)CCC=O (3-[1-ethyl-3-(5-methoxy-1,3,4-thiadiazol-2-yl)ureido]propionaldehyde), Cl (hydrochloric acid). Solvent: O (water). Yields the product COC1=NN=C(S1)N1C(N(CCC1O)CC)=O (tetrahydro-1-(5-methoxy-1,3,4-thiadiazol-2-yl)-3-ethyl-6-hydroxy-2(1H)-pyrimidinone). RXN SMILES: [CH2:1]([N:3]([CH2:14][CH2:15][CH:16]=[O:17])[C:4]([NH:6][C:7]1[S:8][C:9]([O:12][CH3:13])=[N:10][N:11]=1)=[O:5])[CH3:2].Cl>O>[CH3:13][O:12][C:9]1[S:8][C:7]([N:6]2[CH:16]([OH:17])[CH2:15][CH2:14][N:3]([CH2:1][CH3:2])[C:4]2=[O:5])=[N:11][N:10]=1. Procedure details: The dimethyl acetal of 3-[1-ethyl-3-(5-methoxy-1,3,4-thiadiazol-2-yl)ureido]propionaldehyde (15 grams), water (400 ml) and hydrochloric acid (4 ml) are charged into a glass reaction vessel equipped with a mechanical stirrer, thermometer and reflux condenser. The reaction mixture is heated at reflux for a period of about 15 minutes. The reaction mixture is then filtered while hot and the filtrate is cooled to form a precipitate. The precipitate is recovered by filtration, is dried and is recrysta... Reactants: C(C1=CC=CC=C1)C=1OC(=C(N1)CC(C)C)OCC (2-Benzyl-4-isobutyl-5-ethoxyoxazole), O1CC=CC1 (2,5-dihydrofuran). The product is C(C1=CC=CC=C1)C1=NC(=C(C2=C1COC2)O)CC(C)C (4-benzyl-6-isobutyl-1,3-dihydro-furo[3,4-c]pyridine-7-ol). As a reaction SMILES: [CH2:1]([C:8]1O[C:10]([O:17]CC)=[C:11]([CH2:13][CH:14]([CH3:16])[CH3:15])[N:12]=1)[C:2]1[CH:7]=[CH:6][CH:5]=[CH:4][CH:3]=1.[O:20]1[CH2:24][CH:23]=[CH:22][CH2:21]1>>[CH2:1]([C:8]1[C:22]2[CH2:21][O:20][CH2:24][C:23]=2[C:10]([OH:17])=[C:11]([CH2:13][CH:14]([CH3:15])[CH3:16])[N:12]=1)[C:2]1[CH:3]=[CH:4][CH:5]=[CH:6][CH:7]=1. Procedure details: 2-Benzyl-4-isobutyl-5-ethoxyoxazole is reacted with 2,5-dihydrofuran, using the method described in Example 22. 38 g of crude 4-benzyl-6-isobutyl-1,3-dihydro-furo[3,4-c]pyridine-7-ol are obtained. Recrystallization from ethyl acetate gives a pure product, melting point 174°-175° C. The reactants are CCOC(=O)c1ccc(C#Cc2ccc3c(c2)N(c2ccccc2)CCC3(C)C)cc1, [Li+], C1CCOC1, [OH-]. Product: CC1(C)CCN(c2ccccc2)c2cc(C#Cc3ccc(C(=O)O)cc3)ccc21. RXN SMILES: [CH3:1][C:2]1([CH3:31])[CH2:3][CH2:4][N:5]([c:25]2[cH:26][cH:27][cH:28][cH:29][cH:30]2)[c:6]2[cH:7][c:8]([C:12]#[C:13][c:14]3[cH:15][cH:16][c:17]([C:18](=[O:19])[O:20][CH2:21][CH3:22])[cH:23][cH:24]3)[cH:9][cH:10][c:11]21.[Li+:33].[O:34]1[CH2:35][CH2:36][CH2:37][CH2:38]1.[OH-:32]>>[CH3:1][C:2]1([CH3:31])[CH2:3][CH2:4][N:5]([c:25]2[cH:26][cH:27][cH:28][cH:29][cH:30]2)[c:6]2[cH:7][c:8]([C:12]#[C:13][c:14]3[cH:15][cH:16][c:17]([C:18](=[O:19])[OH:20])[cH:23][cH:24]3)[cH:9][cH:10][c:11]21. Starting materials: C(#N)C1=NC(=C(C2=CC=C(C=C12)OC1=CC=CC=C1)O)C(=O)OC (Methyl 1-cyano-4-hydroxy-7-phenoxyisoquinoline-3-carboxylate), C(C)(C)(C)OC(C(CC)(C)CN)=O (2-aminomethyl-2-methyl-butyric acid tert-butyl ester). Run in CO (MeOH). Product: C(C)(C)(C)OC(C(CC)(C)CNC(=O)C=1N=C(C2=CC(=CC=C2C1O)OC1=CC=CC=C1)C#N)=O (2-{[(1-Cyano-4-hydroxy-7-phenoxy-isoquinoline-3-carbonyl)-amino]-methyl}-2-methyl-butyric acid tert-butyl ester). Reaction SMILES: [C:1]([C:3]1[C:12]2[C:7](=[CH:8][CH:9]=[C:10]([O:13][C:14]3[CH:19]=[CH:18][CH:17]=[CH:16][CH:15]=3)[CH:11]=2)[C:6]([OH:20])=[C:5]([C:21](OC)=[O:22])[N:4]=1)#[N:2].[C:25]([O:29][C:30](=[O:37])[C:31]([CH2:35][NH2:36])([CH3:34])[CH2:32][CH3:33])([CH3:28])([CH3:27])[CH3:26]>CO>[C:25]([O:29][C:30](=[O:37])[C:31]([CH2:35][NH:36][C:21]([C:5]1[N:4]=[C:3]([C:1]#[N:2])[C:12]2[C:7]([C:6]=1[OH:20])=[CH:8][CH:9]=[C:10]([O:13][C:14]1[CH:15]=[CH:16][CH:17]=[CH:18][CH:19]=1)[CH:11]=2)=[O:22])([CH3:34])[CH2:32][CH3:33])([CH3:26])([CH3:27])[CH3:28]. Procedure: Methyl 1-cyano-4-hydroxy-7-phenoxyisoquinoline-3-carboxylate (55 mg, 0.17 mmol) and 2-aminomethyl-2-methyl-butyric acid tert-butyl ester (88 mg of the crude, 0.47 mmol) in MeOH (3 mL) were heated at 140° C. in a microwave for 1 hour. The solvent was removed in vacuo and the residue oil was purified by flash chromatography (0-50% EtOAc/hexanes) to give the title compound in 60 mg. MS: (−) m/z 474.24 (M−1).